Task: describe an organic reaction: reactants, conditions, products, and yield. Dataset: the Open Reaction Database (ORD), a public repository of structured organic reaction records The reactants are NC=1C=NC2=CC=CC=C2C1 (3-Aminoquinoline), OCCN (2-hydroxyethylamine), COC([C@@H](N)CC(C)C)=O ((L)-leucine methyl ester), [Cl-].C(C(C)C)[NH3+] (N-(isobutyl)ammonium chloride), C1=CC=C2C(=C1)C=C(C=N2)N=C=S (3-Quinoline isothiocyanate), [Cl-].C(C(C)C)[NH3+] (N-(isobutyl)ammonium chloride), alcohol, C1=CC=C2C(=C1)C=C(C=N2)N=C=S (3-quinoline isothiocyanate), OC[C@H](CC(C)C)N ((1S)-1-(Hydroxymethyl)-3-methylbutylamine), CC(C[C@@H](CO)NCC(C)C)C ((2S)-4-methyl-2-(isobutylamino)pentanol). Yields the product N1=CC(=CC2=CC=CC=C12)N=C1SC(CN1CC(C)C)CC(C)C (2-(3-quinolylimino)-3,5-diisobutyl-1,3thiazolidine). Reaction SMILES: NC1C=[N:4][C:5]2[C:10]([CH:11]=1)=[CH:9]C=CC=2.[CH:12]1[CH:17]=[C:16]2[CH:18]=[C:19]([N:22]=[C:23]=[S:24])[CH:20]=[N:21][C:15]2=[CH:14][CH:13]=1.O[CH2:26][C@@H:27](N)[CH2:28][CH:29]([CH3:31])[CH3:30].COC(=O)[C@H](CC(C)C)N.OCCN.CC(C)C[C@H](NCC(C)C)CO.[Cl-].C([NH3+])C(C)C>>[N:21]1[C:15]2[C:16](=[CH:17][CH:12]=[CH:13][CH:14]=2)[CH:18]=[C:19]([N:22]=[C:23]2[N:4]([CH2:5][CH:10]([CH3:11])[CH3:9])[CH2:26][CH:27]([CH2:28][CH:29]([CH3:31])[CH3:30])[S:24]2)[CH:20]=1 |f:6.7|. Procedure: 3-Aminoquinoline was converted to 3-quinoline isothiocyanate according to Method A2c. (1S)-1-(Hydroxymethyl)-3-methylbutylamine was made from (L)-leucine methyl ester as described in Method B1b. The 2-hydroxyethylamine was converted to (2S)-4-methyl-2-(isobutylamino)pentanol as described in Method B4c, Steps 1-2. The alcohol was converted to N-(1S)-1-(chloromethyl)-3-methylbutyl)-N-(isobutyl)ammonium chloride as described in Method B7c. 3-Quinoline isothiocyanate was reacted with N-(1S)-1-(chlor...